This data is from the Open Reaction Database (ORD), a public repository of structured organic reaction records. The task is: describe an organic reaction: reactants, conditions, products, and yield The reactants are O=C(O)C(=CC1CCOCC1)c1ccc(S(=O)(=O)C2CC2)cc1, CCN(C(C)C)C(C)C, ClCCl, Nc1ccc(F)cn1. Yields the product O=C(Nc1ccc(F)cn1)C(=CC1CCOCC1)c1ccc(S(=O)(=O)C2CC2)cc1. As a reaction SMILES: [CH:10]1([S:13](=[O:14])(=[O:15])[c:16]2[cH:17][cH:18][c:19]([C:22]([C:23](=[O:24])[OH:25])=[CH:26][CH:27]3[CH2:28][CH2:29][O:30][CH2:31][CH2:32]3)[cH:20][cH:21]2)[CH2:11][CH2:12]1.[CH:1]([N:2]([CH2:3][CH3:4])[CH:5]([CH3:6])[CH3:7])([CH3:8])[CH3:9].[Cl:41][CH2:42][Cl:43].[NH2:33][c:34]1[n:35][cH:36][c:37]([F:40])[cH:38][cH:39]1>>[CH:10]1([S:13](=[O:14])(=[O:15])[c:16]2[cH:17][cH:18][c:19]([C:22]([C:23](=[O:24])[NH:33][c:34]3[n:35][cH:36][c:37]([F:40])[cH:38][cH:39]3)=[CH:26][CH:27]3[CH2:28][CH2:29][O:30][CH2:31][CH2:32]3)[cH:20][cH:21]2)[CH2:11][CH2:12]1. Starting materials: O=C(CCCCC(=O)O)C (6-oxoheptanoic acid), ClC(=O)OCC(C)C (isobutyl chloroformate), C(CCC)N (n-butylamine), δ-acetyl-n-valeric acid, CN1CCOCC1 (N-methylmorpholine). Solvent: O1CCCC1 (tetrahydrofuran). Product: C(CCC)NC(CCCCC(C)=O)=O (6-Oxoheptanoic Acid n-Butylamide). RXN SMILES: [O:1]=[C:2]([CH3:10])[CH2:3][CH2:4][CH2:5][CH2:6][C:7]([OH:9])=O.CN1CCOCC1.ClC(OCC(C)C)=O.[CH2:26]([NH2:30])[CH2:27][CH2:28][CH3:29]>O1CCCC1>[CH2:26]([NH:30][C:7](=[O:9])[CH2:6][CH2:5][CH2:4][CH2:3][C:2](=[O:1])[CH3:10])[CH2:27][CH2:28][CH3:29]. Reported procedure: The title compound was prepared by the method described for 6-oxoheptanoic acid p-toluide (IV, n=4, Y=p-methylanilino) using the following quantities: δ-acetyl-n-valeric acid (2.5 g, 1.75 mmol), N-methylmorpholine (1.9 ml, 17.5 mmol), isobutyl chloroformate (2.25 ml, 17.5 mmol), n-butylamine (1.7 ml, 17.5 mmol), tetrahydrofuran (15 ml). Recrystallization from ethyl acetate/hexanes gave 1.3 g of the desired compound as white needles, which were pure by thin layer chromatography (95:5:3 chloroform... Reactants: CCOC(C)=O, O=C(Cl)C(=O)Cl, O=C(O)c1ccc(Cl)s1, CN(C)C=O. The product is O=C(Cl)c1ccc(Cl)s1. Reaction SMILES: [CH3:16][CH2:17][O:18][C:19]([CH3:20])=[O:21].[Cl:10][C:11]([C:12]([Cl:13])=[O:14])=[O:15].[Cl:1][c:2]1[cH:3][cH:4][c:5]([C:7](=[O:8])[OH:9])[s:6]1.[O:22]=[CH:23][N:24]([CH3:25])[CH3:26]>>[Cl:1][c:2]1[cH:3][cH:4][c:5]([C:7](=[O:9])[Cl:10])[s:6]1. Reactants: Br, COc1ccc2[nH]cc(C3CCN(C)CC3)c2c1, CC(=O)O. The product is CN1CCC(c2c[nH]c3ccc(O)cc23)CC1. RXN SMILES: [BrH:19].[CH3:1][O:2][c:3]1[cH:4][c:5]2[c:6]([CH:12]3[CH2:13][CH2:14][N:15]([CH3:18])[CH2:16][CH2:17]3)[cH:7][nH:8][c:9]2[cH:10][cH:11]1.[CH3:20][C:21](=[O:22])[OH:23]>>[OH:2][c:3]1[cH:4][c:5]2[c:6]([CH:12]3[CH2:13][CH2:14][N:15]([CH3:18])[CH2:16][CH2:17]3)[cH:7][nH:8][c:9]2[cH:10][cH:11]1. Starting materials: C(C)(=O)OCC (Ethyl acetate), BrC(C(=O)NC1=CC=C(C=C1)Br)C (2-bromo-N-(4-bromophenyl)propanamide), OC1=CC=C(C=C1)CC(=O)C (1-(4-hydroxyphenyl)acetone), C([O-])([O-])=O.[K+].[K+] (potassium carbonate). Run in CN(C)C=O (DMF). Product: BrC1=CC=C(C=C1)NC(C(C)OC1=CC=C(C=C1)CC(C)=O)=O (N-(4-bromophenyl)-2-[4-(2-oxopropyl)phenoxy]propanamide). Isolated yield 71.7%. RXN SMILES: Br[CH:2]([CH3:13])[C:3]([NH:5][C:6]1[CH:11]=[CH:10][C:9]([Br:12])=[CH:8][CH:7]=1)=[O:4].[OH:14][C:15]1[CH:20]=[CH:19][C:18]([CH2:21][C:22]([CH3:24])=[O:23])=[CH:17][CH:16]=1.C(=O)([O-])[O-].[K+].[K+].C(OCC)(=O)C>CN(C=O)C>[Br:12][C:9]1[CH:10]=[CH:11][C:6]([NH:5][C:3](=[O:4])[CH:2]([O:14][C:15]2[CH:16]=[CH:17][C:18]([CH2:21][C:22](=[O:23])[CH3:24])=[CH:19][CH:20]=2)[CH3:13])=[CH:7][CH:8]=1 |f:2.3.4|. Procedure details: A solution of 2-bromo-N-(4-bromophenyl)propanamide (3.00 g, 10.2 mmol), 1-(4-hydroxyphenyl)acetone (1.54 g, 10.2 mmol) and potassium carbonate (2.83 g, 20.5 mmol) in DMF (20 ml) was stirred at room temperature for 4 hrs. Ethyl acetate was added to the reaction mixture, and the mixture was washed with 1N aqueous sodium hydroxide solution and brine. The solvent was evaporated under reduced pressure, and the obtained crude crystals were recrystallized from isopropyl ether-ethyl acetate to give the ... Reactants: BrCC1CO1, [Cl-], [H-], [Na+], [Na+], C1CCOC1, Oc1ccc(-n2cncn2)cc1. The product is c1ncn(-c2ccc(OCC3CO3)cc2)n1. RXN SMILES: [Br:15][CH2:16][CH:17]1[CH2:18][O:19]1.[Cl-:21].[H-:1].[Na+:20].[Na+:2].[O:22]1[CH2:23][CH2:24][CH2:25][CH2:26]1.[n:3]1(-[c:8]2[cH:9][cH:10][c:11]([OH:14])[cH:12][cH:13]2)[n:4][cH:5][n:6][cH:7]1>>[n:3]1(-[c:8]2[cH:9][cH:10][c:11]([O:14][CH2:16][CH:17]3[CH2:18][O:19]3)[cH:12][cH:13]2)[n:4][cH:5][n:6][cH:7]1.